The task is: describe an organic reaction: reactants, conditions, products, and yield. This data is from the Open Reaction Database (ORD), a public repository of structured organic reaction records. The reactants are BrC1=NN(C2=CC=C(C=C12)C(=O)N)C1OCCCC1 (3-bromo-1-perhydro-2H-pyran-2-yl-1H-indazole-5-carboxamide), N,N-dimethylformamide dimethlyl acetal, C(C)(=O)O (acetic acid), NN (hydrazine). Solvent: O (water). Conditions: temperature 80 celsius. Yields the product N1N=C(N=C1)C=1C=C2C(=NN(C2=CC1)C1OCCCC1)Br (2-(5-(1H-1,2,4-Triazol-3-yl)-3-bromo-1H-indazolyl)perhydro-2H-pyran). Yield: 93.0%. Reaction SMILES: [Br:1][C:2]1[C:10]2[C:5](=[CH:6][CH:7]=[C:8]([C:11]([NH2:13])=O)[CH:9]=2)[N:4]([CH:14]2[CH2:19][CH2:18][CH2:17][CH2:16][O:15]2)[N:3]=1.[C:20](O)(=O)C.[NH2:24][NH2:25]>O>[NH:24]1[CH:20]=[N:13][C:11]([C:8]2[CH:9]=[C:10]3[C:5](=[CH:6][CH:7]=2)[N:4]([CH:14]2[CH2:19][CH2:18][CH2:17][CH2:16][O:15]2)[N:3]=[C:2]3[Br:1])=[N:25]1. Reported procedure: The title compound was prepared by reacting 3-bromo-1-perhydro-2H-pyran-2-yl-1H-indazole-5-carboxamide (15.13 g, 46.67 mmol) with N,N-dimethylformamide dimethlyl acetal (134 mL) and heating to 80° C. for 3 hours. The reaction was allowed to cool to room temperature, and condensed to a brown oil that was exposed to atmospheric conditions minimally. To the crude oil was added glacial acetic acid (220 mL) and hydrazine (23 mL), and then the mixture was heated to 115° C. for 1.5 hours. The reaction ... Reagents/catalysts: [Au] (gold). Reported procedure: Method 2—A gold (Ag(I)) catalyst {[Au(JohnPhos)NCCH3]+SbF6—} [JohnPhos:(2-biphenyl)di-tent-butylphosphine] (11.3 mg, 0.015 mmol) was put into a reaction container, and dichloroethane (0.4 mL) was put thereinto. After stirring at room temperature for 5 minutes, ethyl hydrogen hex-1-ynylphosphonate (57.0 mg, 0.3 mmol) diluted with 0.5 mL of dichloroethane was added thereto, and finally, 5-chloropent-1-yne (61.5 mg, 0.6 mmol) was put thereinto. Then, when all of the starting materials disappeared i... Yields the product C(C)OP1(OC(=CC(=C1)CCCC)CCCCl)=O (2-ethoxy-4-n-butyl-6-3-chlorpropyl-1,2-oxaphosphorin 2-oxide). Reactants: Au(JohnPhos)NCCH3, C(#CCCCC)P(OCC)(O)=O (ethyl hydrogen hex-1-ynylphosphonate), ClCCCC#C (5-chloropent-1-yne), CC(C)(C)P(C1=CC=CC=C1C2=CC=CC=C2)C(C)(C)C (JohnPhos), (2-biphenyl)di-tent-butylphosphine. Isolated yield 63.9%. Solvent: ClC(C)Cl (dichloroethane), ClC(C)Cl (dichloroethane). RXN SMILES: CC(P(C(C)(C)C)C1C(C2C=CC=CC=2)=CC=CC=1)(C)C.[C:22]([P:28](=[O:33])([OH:32])[O:29][CH2:30][CH3:31])#[C:23][CH2:24][CH2:25][CH2:26][CH3:27].[Cl:34][CH2:35][CH2:36][CH2:37][C:38]#[CH:39]>[Au].ClC(Cl)C>[CH2:30]([O:29][P:28]1(=[O:32])[CH:22]=[C:23]([CH2:24][CH2:25][CH2:26][CH3:27])[CH:39]=[C:38]([CH2:37][CH2:36][CH2:35][Cl:34])[O:33]1)[CH3:31]. Conditions: time 5 minute.